This data is from the Open Reaction Database (ORD), a public repository of structured organic reaction records. The task is: describe an organic reaction: reactants, conditions, products, and yield Starting materials: C(#N)C(=NC=C(C1=CC=CC=C1)N1CCOCC1)C(=O)OCC (1-cyano-1-ethoxycarbonyl-4-morpholino-4-phenyl-2-aza-1,3-butadiene), C(#N)C(=NC=C(C1C(C=CC=C1)=C=O)N1CCOCC1)OC (1-cyano-1-methoxy-carbonyl-4-morpholino-4-phenyl-2-aza-1,3-butadiene). The product is C(#N)C(=NC=C(C1=CC=CC=C1)N)C(=O)OC (1-cyano-1-methoxycarbonyl-4-amino-4-phenyl-2-aza-1,3-butadiene). RXN SMILES: [C:1]([C:3]([C:19]([O:21][CH2:22]C)=[O:20])=[N:4][CH:5]=[C:6]([N:13]1CCOCC1)[C:7]1[CH:12]=[CH:11][CH:10]=[CH:9][CH:8]=1)#[N:2].C(C(OC)=NC=C(N1CCOCC1)C1C=CC=CC1=C=O)#N>>[C:1]([C:3]([C:19]([O:21][CH3:22])=[O:20])=[N:4][CH:5]=[C:6]([NH2:13])[C:7]1[CH:8]=[CH:9][CH:10]=[CH:11][CH:12]=1)#[N:2]. Reported procedure: One operates as in Example 12, but the 6.3 parts of 1-cyano-1-ethoxycarbonyl-4-morpholino-4-phenyl-2-aza-1,3-butadiene are replaced by 6 parts of 1-cyano-1-methoxy-carbonyl-4-morpholino-4-phenyl-2-aza-1,3-butadiene. 3.7 parts of 1-cyano-1-methoxycarbonyl-4-amino-4-phenyl-2-aza-1,3-butadiene are obtained. After recrystallisation from methanol, the product melts at 186°C. Starting materials: CCOC(C)=O, C1CCOC1, CCCI, CCCCCC, Cc1cnccc1Cl, [Li]. Yields the product CCCc1nccc(Cl)c1C. RXN SMILES: [C:19]([O:20][CH2:21][CH3:22])(=[O:23])[CH3:24].[CH2:14]1[O:15][CH2:16][CH2:17][CH2:18]1.[CH2:1]([CH2:2][CH3:3])[I:4].[CH3:25][CH2:26][CH2:27][CH2:28][CH2:29][CH3:30].[Cl:6][c:7]1[c:8]([CH3:13])[cH:9][n:10][cH:11][cH:12]1.[Li:5]>>[CH2:1]([CH2:2][CH3:3])[c:9]1[c:8]([CH3:13])[c:7]([Cl:6])[cH:12][cH:11][n:10]1. The reactants are TEA, FC(CN)(F)F (2,2,2-trifluoroethylamine), C(=O)(N1C=NC=C1)N1C=NC=C1 (1,1′-carbonyldiimidazole), CN(C)C=O (DMF), compound 5, compound 5a. Product: C\N=C/N(C(=O)NCC(F)(F)F)C=C (1-[(Z)-methyliminomethyl]-3-(2,2,2-trifluoro-ethyl)-1-vinyl-urea). RXN SMILES: [F:1][C:2]([F:6])([F:5])[CH2:3][NH2:4].[C:7]([N:14]1[CH:18]=[CH:17]N=[CH:15]1)([N:9]1C=CN=[CH:10]1)=O.CN(C=[O:23])C>>[CH3:10]/[N:9]=[CH:7]\[N:14]([CH:18]=[CH2:17])[C:15]([NH:4][CH2:3][C:2]([F:6])([F:5])[F:1])=[O:23]. Procedure details: TEA (1.3 mL, 0.8 mmol) was added to a solution of 2,2,2-trifluoroethylamine (72 mg, 1 mmol) and 1,1′-carbonyldiimidazole (135 mg, 0.8 mmol) in DMF (4 mL) (clear colorless solution). The solution was used for the synthesis of compound 5 without further isolation of compound 5a. Reaction conditions: temperature 80 celsius, time 3 hour. The reactants are BrC1=C(C=C(C=C1C)OCCCS(=O)(=O)C)C (2-Bromo-1,3-dimethyl-5-[3-(methylsulfonyl)propoxy]benzene), C(=O)C=1C=C(C=CC1)B(O)O (3-formylphenylboronic acid), P(=O)([O-])([O-])[O-].[K+].[K+].[K+] (tripotassium phosphate), Pd—C(PE), C=1C=CC(=CC1)P(C=2C=CC=CC2)C3=CC=C4C=CC=CC4=C3C5=C6C=CC=CC6=CC=C5P(C=7C=CC=CC7)C=8C=CC=CC8 (rac-BINAP). Reaction SMILES: Br[C:2]1[C:7]([CH3:8])=[CH:6][C:5]([O:9][CH2:10][CH2:11][CH2:12][S:13]([CH3:16])(=[O:15])=[O:14])=[CH:4][C:3]=1[CH3:17].[CH:18]([C:20]1[CH:21]=[C:22](B(O)O)[CH:23]=[CH:24][CH:25]=1)=[O:19].P([O-])([O-])([O-])=O.[K+].[K+].[K+].C1C=CC(P(C2C(C3C(P(C4C=CC=CC=4)C4C=CC=CC=4)=CC=C4C=3C=CC=C4)=C3C(C=CC=C3)=CC=2)C2C=CC=CC=2)=CC=1>O.CS(C)=O>[CH3:17][C:3]1[CH:4]=[C:5]([O:9][CH2:10][CH2:11][CH2:12][S:13]([CH3:16])(=[O:15])=[O:14])[CH:6]=[C:7]([CH3:8])[C:2]=1[C:24]1[CH:23]=[CH:22][CH:21]=[C:20]([CH:18]=[O:19])[CH:25]=1 |f:2.3.4.5|. Run in O (water), CS(=O)C (dimethyl sulfoxide). The product is CC1=C(C(=CC(=C1)OCCCS(=O)(=O)C)C)C1=CC(=CC=C1)C=O (2′,6′-dimethyl-4′-[3-(methylsulfonyl)propoxy]biphenyl-3-carbaldehyde). Procedure details: 2-Bromo-1,3-dimethyl-5-[3-(methylsulfonyl)propoxy]benzene (1.0 g), 3-formylphenylboronic acid (0.49 g, 1.05 eq), tripotassium phosphate (1.32 g, 2.0 eq), 10% Pd—C(PE) (0.1 g, 1.38 mol %), rac-BINAP (26.8 mg, 1.38 mol %), dimethyl sulfoxide (10 mL) and water (5 mL) were added. After nitrogen substitution, the mixture was stirred at 80° C. for 3 hr. The obtained reaction mixture was analyzed by high performance liquid chromatography to find the title compound (91.2% peak area). Isolated yield 91.2%.